Dataset: the Open Reaction Database (ORD), a public repository of structured organic reaction records. Task: describe an organic reaction: reactants, conditions, products, and yield Starting materials: C(C1=CC=CC=C1)OC1=CC=2CC[C@H]3[C@@H]4CC[C@H]([C@@]4(C)CC[C@@H]3C2C=C1)O[Si](C)(C)C(C)(C)C (3-Benzyloxy-17α-tert-butyldimethylsilyloxyestra-1,3,5(10)-triene). Reagents/catalysts: [Pd] (palladium on carbon). The solvent is C1CCOC1 (THF). Conditions: time 2 hour. The product is [Si](C)(C)(C(C)(C)C)O[C@H]1[C@]2(C)[C@@H](CC1)[C@@H]1CCC=3C=C(C=CC3[C@H]1CC2)O (17α-tert-butyldimethylsilyloxyestra-1,3,5(10)-trien-3-ol). Isolated yield 93.8%. As a reaction SMILES: C([O:8][C:9]1[CH:26]=[CH:25][C:24]2[C@@H:23]3[C@H:14]([C@H:15]4[C@@:19]([CH2:21][CH2:22]3)([CH3:20])[C@H:18]([O:27][Si:28]([C:31]([CH3:34])([CH3:33])[CH3:32])([CH3:30])[CH3:29])[CH2:17][CH2:16]4)[CH2:13][CH2:12][C:11]=2[CH:10]=1)C1C=CC=CC=1>C1COCC1.[Pd]>[Si:28]([O:27][C@@H:18]1[CH2:17][CH2:16][C@H:15]2[C@H:14]3[C@H:23]([CH2:22][CH2:21][C@:19]12[CH3:20])[C:24]1[CH:25]=[CH:26][C:9]([OH:8])=[CH:10][C:11]=1[CH2:12][CH2:13]3)([C:31]([CH3:34])([CH3:32])[CH3:33])([CH3:30])[CH3:29]. Procedure details: To a solution of 3-benzyloxy-17α-tert-butyldimethylsilyloxyestra-1,3,5(10)-triene (50, 1.90 g, 4.0 mmol) in THF (30 mL) was added 10% palladium on carbon (0.500 g). The reaction mixture was stirred for 2 h under a hydrogen atmosphere at room temperature. After the catalyst was filtered, the solvent was evaporated at reduced pressure. The residue was purified by column chromatography (silica gel) using n-hexane:EtOAc (10:1→5:1, v/v) to afford 1.45 g of 51 (94% yield) mp: 161-162° C. (silica gel) ...